This data is from the Open Reaction Database (ORD), a public repository of structured organic reaction records. The task is: describe an organic reaction: reactants, conditions, products, and yield Starting materials: COC(CC1=CC(=CC=C1)OC1=C(C=C(C=C1)C(F)(F)F)C(OC)OC)=O ([3-(2-dimethoxymethyl-4-trifluoromethyl-phenoxy)-phenyl]-acetic acid methyl ester), Cl (hydrogen chloride), Cl (HCl). Solvent: C1CCOC1 (THF). Run at temperature 70 celsius, time 1.5 hour. Yields the product COC(CC1=CC(=CC=C1)OC1=C(C=C(C=C1)C(F)(F)F)C=O)=O ([3-(2-Formyl-4-trifluoromethyl-phenoxy)-phenyl]-acetic acid methyl ester). The yield is 113.3%. As a reaction SMILES: [CH3:1][O:2][C:3](=[O:27])[CH2:4][C:5]1[CH:10]=[CH:9][CH:8]=[C:7]([O:11][C:12]2[CH:17]=[CH:16][C:15]([C:18]([F:21])([F:20])[F:19])=[CH:14][C:13]=2[CH:22](OC)[O:23]C)[CH:6]=1.Cl>C1COCC1>[CH3:1][O:2][C:3](=[O:27])[CH2:4][C:5]1[CH:10]=[CH:9][CH:8]=[C:7]([O:11][C:12]2[CH:17]=[CH:16][C:15]([C:18]([F:19])([F:21])[F:20])=[CH:14][C:13]=2[CH:22]=[O:23])[CH:6]=1. Reported procedure: To [3-(2-dimethoxymethyl-4-trifluoromethyl-phenoxy)-phenyl]-acetic acid methyl ester (0.479 g, 1.2 mmol) in THF (4 mL) was added hydrogen chloride (4N in 1,4-dioxane; 1.5 mL), and the reaction was stirred at 70° C. for 1.5 hours. Additional HCl (0.5 mL) was added, and the reaction was stirred for 40 minutes at 70° C. The mixture was partitioned between H2O and EtOAc, and the aqueous layer was extracted twice with EtOAc. The combined organic layers were dried and concentrated to give the desired ... The reactants are C(C1=CC=CC=C1)OCCN1C2=C(C3=C([C@@H](C1=O)NC([C@](C(=O)O)(C)F)=O)C=CC=C3)C=CC=C2 ((S)—N—[(S)-5-(2-benzyloxy-ethyl)-6-oxo-6,7-dihydro-5H-dibenzo[b,d]azepin-7-yl]-2-fluoro-2-methyl-malonamic acid), FC(CN)(C(F)(F)F)F (2,2,3,3,3-pentafluoropropylamine), solid. The product is C(C1=CC=CC=C1)OCCN1C2=C(C3=C([C@@H](C1=O)NC([C@](C(=O)NCC(C(F)(F)F)(F)F)(C)F)=O)C=CC=C3)C=CC=C2 ((R)—N—[(S)-5-(2-Benzyloxy-ethyl)-6-oxo-6,7-dihydro-5H-dibenzo[b,d]azepin-7-yl]-2-fluoro-2-methyl-N′-(2,2,3,3,3-pentafluoro-propyl)-malonamide). Reaction SMILES: [CH2:1]([O:8][CH2:9][CH2:10][N:11]1[C:17](=[O:18])[C@@H:16]([NH:19][C:20](=[O:27])[C@@:21]([F:26])([CH3:25])[C:22]([OH:24])=O)[C:15]2[CH:28]=[CH:29][CH:30]=[CH:31][C:14]=2[C:13]2[CH:32]=[CH:33][CH:34]=[CH:35][C:12]1=2)[C:2]1[CH:7]=[CH:6][CH:5]=[CH:4][CH:3]=1.[F:36][C:37]([F:44])([C:40]([F:43])([F:42])[F:41])[CH2:38][NH2:39]>>[CH2:1]([O:8][CH2:9][CH2:10][N:11]1[C:17](=[O:18])[C@@H:16]([NH:19][C:20](=[O:27])[C@@:21]([F:26])([CH3:25])[C:22]([NH:39][CH2:38][C:37]([F:44])([F:36])[C:40]([F:43])([F:42])[F:41])=[O:24])[C:15]2[CH:28]=[CH:29][CH:30]=[CH:31][C:14]=2[C:13]2[CH:32]=[CH:33][CH:34]=[CH:35][C:12]1=2)[C:2]1[CH:3]=[CH:4][CH:5]=[CH:6][CH:7]=1. Procedure details: Using (S)—N—[(S)-5-(2-benzyloxy-ethyl)-6-oxo-6,7-dihydro-5H-dibenzo[b,d]azepin-7-yl]-2-fluoro-2-methyl-malonamic acid and 2,2,3,3,3-pentafluoropropylamine, the title compound was prepared in the same manner as described for example 1c. White solid (74%). MS: m/e=608(M+H+). The reactants are FC(C=1C=C(C=CC1)N1N=C(N=C1C(Cl)(Cl)Cl)C(=O)OC)(F)F (1-(3-trifluoromethylphenyl)-3-methoxycarbonyl-5-trichloromethyl-1,2,4-triazole), [OH-].[Na+] (NaOH). The solvent is O (water), O (water), CO (methanol). Conditions: time 5 hour. Product: FC(C=1C=C(C=CC1)N1N=C(N=C1C(Cl)(Cl)Cl)C(=O)O)(F)F (1-(3-Trifluoromethylphenyl)-5-trichloromethyl-1,2,4-triazole-3-carboxylic acid). Reaction SMILES: [F:1][C:2]([F:23])([F:22])[C:3]1[CH:4]=[C:5]([N:9]2[C:13]([C:14]([Cl:17])([Cl:16])[Cl:15])=[N:12][C:11]([C:18]([O:20]C)=[O:19])=[N:10]2)[CH:6]=[CH:7][CH:8]=1.[OH-].[Na+]>CO.O>[F:23][C:2]([F:1])([F:22])[C:3]1[CH:4]=[C:5]([N:9]2[C:13]([C:14]([Cl:16])([Cl:17])[Cl:15])=[N:12][C:11]([C:18]([OH:20])=[O:19])=[N:10]2)[CH:6]=[CH:7][CH:8]=1 |f:1.2|. Reported procedure: 210 g (0.54 mole) of 1-(3-trifluoromethylphenyl)-3-methoxycarbonyl-5-trichloromethyl-1,2,4-triazole in 540 ml of methanol were initially taken, and 0.57 mole (22.8 g) of NaOH in 100 ml of water was added. After being stirred at room temperature for 5 hours, the mixture was poured into 4,000 ml of water, the undissolved substance was filtered off and the clear filtrate was adjusted to pH 1 with hydrochloric acid. Colorless crystals were precipitated and were filtered off with suction and washed w... Starting materials: O (water), OCCC=1OC2=C(C1CCOC1OCCCC1)C=CC=C2OCC(=O)OC (Methyl (2-(2-hydroxyethyl)-3-(2-tetrahydropyranyloxyethyl)benzofuran-7-yloxy)acetate), N1=CC=CC=C1 (pyridine), C(C)(=O)OC(C)=O (acetic anhydride). The solvent is C1CCOC1 (THF). Reaction conditions: time 16 hour. Product: C(C)(=O)OCCC=1OC2=C(C1CCO)C=CC=C2OCC(=O)OC (Methyl (2-(2-acetoxyethyl)-3-(2-hydroxyethyl)benzofuran-7-yloxy)acetate). Yield: 42.0%. Reaction SMILES: [OH:1][CH2:2][CH2:3][C:4]1[O:5][C:6]2[C:21]([O:22][CH2:23][C:24]([O:26][CH3:27])=[O:25])=[CH:20][CH:19]=[CH:18][C:7]=2[C:8]=1[CH2:9][CH2:10][O:11]C1CCCCO1.N1C=CC=CC=1.[C:34](OC(=O)C)(=[O:36])[CH3:35].O>C1COCC1>[C:34]([O:1][CH2:2][CH2:3][C:4]1[O:5][C:6]2[C:21]([O:22][CH2:23][C:24]([O:26][CH3:27])=[O:25])=[CH:20][CH:19]=[CH:18][C:7]=2[C:8]=1[CH2:9][CH2:10][OH:11])(=[O:36])[CH3:35]. Procedure: Methyl (2-(2-hydroxyethyl)-3-(2-tetrahydropyranyloxyethyl)benzofuran-7-yloxy)acetate (403 mg), pyridine (0.13 ml) and acetic anhydride (0.3 ml) were dissolved in THF (5 ml) and the solution was stirred at room temperature for 16 hours. The reaction solution was poured into water (50 ml) and the organic layer was separated, followed by extraction twice with ethyl acetate (20 ml). The organic layers were combined and washed with 1N hydrochloric acid, saturated aqueous sodium hydrogen carbonate sol...